Dataset: the Open Reaction Database (ORD), a public repository of structured organic reaction records. Task: describe an organic reaction: reactants, conditions, products, and yield Procedure: 6.0 grams 3-benzoyl-levulinic acid ethyl ester, 2.7 grams 2-hydrazino-pyridine and 25 milliliters glacial acetic acid were mixed and the mixture was heated to the boiling temperature under reflux for 3 hours. The reaction mixture was worked up by a procedure analogous to that described above. 5.0 grams 3-methyl-5-phenyl-1-(2-pyridyl)-pyrazol-4-acetic acid ethyl ester, melting at 89°-90° C., were obtained, representing a yield of 64%. Starting materials: C(C)OC(CC(C(=O)C)C(C1=CC=CC=C1)=O)=O (3-benzoyl-levulinic acid ethyl ester), N(N)C1=NC=CC=C1 (2-hydrazino-pyridine). Reaction SMILES: [CH2:1]([O:3][C:4](=[O:18])[CH2:5][CH:6]([C:10](=O)[C:11]1[CH:16]=[CH:15][CH:14]=[CH:13][CH:12]=1)[C:7]([CH3:9])=O)[CH3:2].[NH:19]([C:21]1[CH:26]=[CH:25][CH:24]=[CH:23][N:22]=1)[NH2:20]>C(O)(=O)C>[CH2:1]([O:3][C:4](=[O:18])[CH2:5][C:6]1[C:7]([CH3:9])=[N:20][N:19]([C:21]2[CH:26]=[CH:25][CH:24]=[CH:23][N:22]=2)[C:10]=1[C:11]1[CH:16]=[CH:15][CH:14]=[CH:13][CH:12]=1)[CH3:2]. Product: C(C)OC(CC=1C(=NN(C1C1=CC=CC=C1)C1=NC=CC=C1)C)=O (3-methyl-5-phenyl-1-(2-pyridyl)-pyrazol-4-acetic acid ethyl ester). The solvent is C(C)(=O)O (acetic acid). Yield: 64.4%. The reactants are C(#N)C(CCN1CCC(CC1)(C(=O)O)C1=CC=CC=C1)(C1=CC=CC=C1)C1=CC=CC=C1 (1-(3-cyano-3,3-diphenylpropyl)-4-phenylpiperidine-4-carboxylic acid), ON1C(CCC1=O)=O (N-hydroxysuccinimide), C1(CCCCC1)N=C=NC1CCCCC1 (dicyclohexylcarbodiimide). The solvent is CN(C=O)C (N,N-dimethylformamide). The product is C(#N)C(CCN1CCC(CC1)(C(=O)ON1C(CCC1=O)=O)C1=CC=CC=C1)(C1=CC=CC=C1)C1=CC=CC=C1 (N-[1-(3-cyano-3,3-diphenylpropyl)-4-phenylpiperidine-4-carbonyloxy]succinimide). As a reaction SMILES: [C:1]([C:3]([C:27]1[CH:32]=[CH:31][CH:30]=[CH:29][CH:28]=1)([C:21]1[CH:26]=[CH:25][CH:24]=[CH:23][CH:22]=1)[CH2:4][CH2:5][N:6]1[CH2:11][CH2:10][C:9]([C:15]2[CH:20]=[CH:19][CH:18]=[CH:17][CH:16]=2)([C:12]([OH:14])=[O:13])[CH2:8][CH2:7]1)#[N:2].O[N:34]1[C:38](=[O:39])[CH2:37][CH2:36][C:35]1=[O:40].C1(N=C=NC2CCCCC2)CCCCC1>CN(C)C=O>[C:1]([C:3]([C:27]1[CH:32]=[CH:31][CH:30]=[CH:29][CH:28]=1)([C:21]1[CH:22]=[CH:23][CH:24]=[CH:25][CH:26]=1)[CH2:4][CH2:5][N:6]1[CH2:11][CH2:10][C:9]([C:15]2[CH:16]=[CH:17][CH:18]=[CH:19][CH:20]=2)([C:12]([O:14][N:34]2[C:38](=[O:39])[CH2:37][CH2:36][C:35]2=[O:40])=[O:13])[CH2:8][CH2:7]1)#[N:2]. Procedure: 24.5 Grams of 1-(3-cyano-3,3-diphenylpropyl)-4-phenylpiperidine-4-carboxylic acid are dissolved in 225 ml. of redistilled N,N-dimethylformamide by warming to about 60°C. To the warm solution were added, with stirring, 9.0 grams of recrystallized N-hydroxysuccinimide, followed by 12.4 grams of dicyclohexylcarbodiimide. A precipitate appears upon cooling to room temperature. The suspension is stirred at room temperature under anhydrous conditions for about 36 hours, then is cooled to approximately... The reactants are [Si](C)(C)(C)Br (Me3SiBr), C(CCCCCCCCCCCCCCCCC)OC(=O)P(OC)(OC)=O (dimethyl octadecyloxycarbonylphosphonate). Solvent: C(Cl)Cl (CH2Cl2). Run at time 4 hour. Yields the product C(CCCCCCCCCCCCCCCCC)OC(=O)P(O)(O)=O (1-octadecyloxycarbonylphosphonic acid). Yield: 81.3%. Reaction SMILES: [Si](Br)(C)(C)C.[CH2:6]([O:24][C:25]([P:27](=[O:32])([O:30]C)[O:28]C)=[O:26])[CH2:7][CH2:8][CH2:9][CH2:10][CH2:11][CH2:12][CH2:13][CH2:14][CH2:15][CH2:16][CH2:17][CH2:18][CH2:19][CH2:20][CH2:21][CH2:22][CH3:23]>C(Cl)Cl>[CH2:6]([O:24][C:25]([P:27](=[O:28])([OH:32])[OH:30])=[O:26])[CH2:7][CH2:8][CH2:9][CH2:10][CH2:11][CH2:12][CH2:13][CH2:14][CH2:15][CH2:16][CH2:17][CH2:18][CH2:19][CH2:20][CH2:21][CH2:22][CH3:23]. Procedure details: Me3SiBr (0.812 mL, 6.15 mmol) was added to a solution of dimethyl octadecyloxycarbonylphosphonate (1.0 g, 2.46 mmol) in CH2Cl2 (20 mL) under argon, and the yellow solution was stirred at room temperature for 4 hours and evaporated under reduced pressure. Trituration of the oily residue with hexane, followed by filtration and drying afforded a hygroscopic white solid of the title compound (0.757 g, 81%); mp 81-82° C.; IR (KBr): υ 2960, 2920, 2860, 1730, 1720, 1475, 1465, 1265, 1240, 1225 cm−1; 1H...